Dataset: the Open Reaction Database (ORD), a public repository of structured organic reaction records. Task: describe an organic reaction: reactants, conditions, products, and yield Reactants: FC=1C=C2C(C(NC2=CC1)=O)=O (5-fluoroisatin), [H-].[Na+] (sodium hydride), [Mg] (magnesium), C(C1=CC=CC=C1)N1C(C(CC1)Cl)C (1-benzyl-3-chloro-methylpyrrolidine), [Mg] (magnesium), sodium anion, N1C(=O)C(=O)C2=CC=CC=C12 (isatin), ice. The solvent is O1CCCC1 (THF), C(C)(=O)O (acetic acid), O1CCCC1 (tetrahydrofuran), O (water). Run at time 3 hour. Product: OC1(C(NC2=CC=C(C=C12)F)=O)CC1CN(CC1)CC1=CC=CC=C1 (3-Hydroxy-3-[(1-benzylpyrrolidin-3-yl)methyl]-5-fluoro-2-oxoindole). Isolated yield 65.0%. As a reaction SMILES: [CH2:1]([N:8]1[CH2:12][CH2:11][CH:10](Cl)[CH:9]1C)[C:2]1[CH:7]=[CH:6][CH:5]=[CH:4][CH:3]=1.[Mg].[F:16][C:17]1[CH:18]=[C:19]2[C:23](=[CH:24][CH:25]=1)[NH:22][C:21](=[O:26])[C:20]2=[O:27].[H-].[Na+].N1C2C(=CC=CC=2)C(=O)[C:31]1=O>O1CCCC1.C(O)(=O)C.O>[OH:27][C:20]1([CH2:31][CH:10]2[CH2:11][CH2:12][N:8]([CH2:1][C:2]3[CH:3]=[CH:4][CH:5]=[CH:6][CH:7]=3)[CH2:9]2)[C:19]2[C:23](=[CH:24][CH:25]=[C:17]([F:16])[CH:18]=2)[NH:22][C:21]1=[O:26] |f:3.4|. Procedure details: A solution of a magnesium compound is prepared, on the one hand, from 334 mmol of 1-benzyl-3-chloro-methylpyrrolidine, 334 mmol of magnesium and 300 ml of tetrahydrofuran (THF). On the other hand, a solution containing [lacuna] is prepared from 303 mmol of 5-fluoroisatin and 303 mmol of sodium hydride in 500 ml of THF. The solution containing the magnesium compound is added at 0° C. to the second solution containing the sodium anion of the isatin. The combined mixture is left for 3 hours at room... The reactants are COC(C1=CC(=NC(=C1)N(CCC)C)NS(=O)(=O)C)=O (2-methanesulfonylamino-6-(methylpropylamino)-isonicotinic acid methyl ester), IC (iodomethane), C([O-])([O-])=O.[K+].[K+] (potassium carbonate). The reagents and catalysts are [Br-].C(CCC)[N+](CCCC)(CCCC)CCCC (tetrabutylammonium bromide). Run in CN(C)C=O (DMF), C(C)(=O)OCC (ethyl acetate). Product: COC(C1=CC(=NC(=C1)N(CCC)C)N(C)S(=O)(=O)C)=O (2-(methanesulfonyl-methylamino)-6-(methylpropylamino)-isonicotinic acid methyl ester). The yield is 87.3%. Reaction SMILES: [CH3:1][O:2][C:3](=[O:20])[C:4]1[CH:9]=[C:8]([N:10]([CH3:14])[CH2:11][CH2:12][CH3:13])[N:7]=[C:6]([NH:15][S:16]([CH3:19])(=[O:18])=[O:17])[CH:5]=1.IC.[C:23](=O)([O-])[O-].[K+].[K+]>CN(C=O)C.[Br-].C([N+](CCCC)(CCCC)CCCC)CCC.C(OCC)(=O)C>[CH3:1][O:2][C:3](=[O:20])[C:4]1[CH:9]=[C:8]([N:10]([CH3:14])[CH2:11][CH2:12][CH3:13])[N:7]=[C:6]([N:15]([S:16]([CH3:19])(=[O:18])=[O:17])[CH3:23])[CH:5]=1 |f:2.3.4,6.7|. Procedure details: Dissolve 2-methanesulfonylamino-6-(methylpropylamino)-isonicotinic acid methyl ester (87 mg, 2.89 mmol) and iodomethane (0.27 mL, 4.33 mmoles) in DMF (10 mL). Add potassium carbonate (639 mg, 4.62 mmol) and tetrabutylammonium bromide (93 mg, 0.98 mmol) and stir at room temperature 1 h. Dilute with ethyl acetate (80 mL), wash with 10% aqueous potassium carbonate (2×15 mL), 0.1 N citric acid (2×15 mL), 1 N lithium chloride (2×15 mL) and saturated aqueous sodium chloride (15 mL). Concentrate organi...